Dataset: the Open Reaction Database (ORD), a public repository of structured organic reaction records. Task: describe an organic reaction: reactants, conditions, products, and yield Starting materials: N#CC1CCS(=O)(=O)C1, CCOCC, CI, CN(C)C=O, CO, N#C[Na], C1CCOC1. The product is CS(=O)(=O)CCC(C#N)CC#N. Reaction SMILES: [C:1](#[N:2])[CH:3]1[CH2:4][S:5](=[O:6])(=[O:7])[CH2:8][CH2:9]1.[CH3:13][CH2:14][O:15][CH2:16][CH3:17].[CH3:18][I:19].[CH3:20][N:21]([CH3:22])[CH:23]=[O:24].[CH3:30][OH:31].[Na:10][C:11]#[N:12].[O:25]1[CH2:26][CH2:27][CH2:28][CH2:29]1>>[C:1](#[N:2])[CH:3]([CH2:9][CH2:8][S:5]([CH3:4])(=[O:6])=[O:7])[CH2:13][C:11]#[N:12]. The reactants are C[SiH](C1=C(C=CC=C1)[SiH](C)C)C (1,2-bis(dimethylsilyl)benzene), CN(C(C1=CC=C(C=C1)C(=O)OC)=O)C (N,N-dimethyl-4-methoxycarbonylbenzamide). Product: CN(C)CC1=CC=C(C=C1)C(=O)OC (N,N-dimethyl-4-methoxycarbonylbenzylamine). Yield: 84.0%. Reaction conditions: temperature 100 celsius, time 30 minute. RXN SMILES: C[SiH](C)C1C=CC=CC=1[SiH](C)C.[CH3:13][N:14]([CH3:27])[C:15](=O)[C:16]1[CH:21]=[CH:20][C:19]([C:22]([O:24][CH3:25])=[O:23])=[CH:18][CH:17]=1>C1(C)C=CC=CC=1>[CH3:27][N:14]([CH2:15][C:16]1[CH:21]=[CH:20][C:19]([C:22]([O:24][CH3:25])=[O:23])=[CH:18][CH:17]=1)[CH3:13]. Reported procedure: A 20-mL eggplant flask equipped with a three-way cock and a magnetic stirrer was heat dried while pumping to a vacuum of 5 Pa before its interior was purged with argon atmosphere. Into the flask, iron complex A (1.0 mg, 0.002 mmol) was admitted as catalyst and dissolved in toluene (0.5 mL). To the solution, 1,2-bis(dimethylsilyl)benzene (475 μL) was added through a syringe, and N,N-dimethyl-4-methoxycarbonylbenzamide (207 mg, 1.0 mmol) was added. The solution was stirred at 100° C. for 30 minute... The solvent is C1(=CC=CC=C1)C (toluene). Reactants: OC1CCC2=NC3=C(N21)C=CC=C3 (2,3-dihydro-1-hydroxy-1H-pyrrolo-[1,2-a]benzimidazole), dioxide. The solvent is C(C)(=O)OCC (ethyl acetate), C(Cl)Cl (methylene chloride). Reaction conditions: time 10 hour. The product is O=C1CCC2=NC3=C(N21)C=CC=C3 (2,3-dihydro-1-oxo-1H-pyrrolo[1,2-a]benzimidazole). As a reaction SMILES: [OH:1][CH:2]1[N:9]2[C:5](=[N:6][C:7]3[CH:13]=[CH:12][CH:11]=[CH:10][C:8]=32)[CH2:4][CH2:3]1>C(Cl)Cl.C(OCC)(=O)C>[O:1]=[C:2]1[N:9]2[C:5](=[N:6][C:7]3[CH:13]=[CH:12][CH:11]=[CH:10][C:8]=32)[CH2:4][CH2:3]1. Reported procedure: A solution of 2,3-dihydro-1-hydroxy-1H-pyrrolo-[1,2-a]benzimidazole (1.0 g, 5.75 mmol)) in methylene chloride was treated with mangenese dioxide (5 g, 58 mmol) at r.t. and stirred for 10 hour. The mixture was diluted with ethyl acetate and filtered through diatomaceous earth (Celite (trademark)). The filtrate was concentrated and purified to give the title compound. 1HNMR (CDCl3)δ 3.28 (t, 2H), 4.48 (t, 2H), 7.3-7.45 (m, 2H), 7.45-7.55 (m, 1H), 7.86-7.94 (m, 1H) ppm. Starting materials: C1CCNC1, CN(C)C=O, O, On1nnc2cccnc21, O=C(O)C(CO)c1ccccc1. Yields the product O=C(C(CO)c1ccccc1)N1CCCC1. Reaction SMILES: [CH2:13]1[CH2:14][CH2:15][NH:16][CH2:17]1.[O:28]=[CH:29][N:30]([CH3:31])[CH3:32].[OH2:33].[OH:18][n:19]1[c:20]2[n:21][cH:22][cH:23][cH:24][c:25]2[n:26][n:27]1.[OH:1][CH2:2][CH:3]([C:4]([OH:5])=[O:6])[c:7]1[cH:8][cH:9][cH:10][cH:11][cH:12]1>>[OH:1][CH2:2][CH:3]([C:4](=[O:6])[N:16]1[CH2:15][CH2:14][CH2:13][CH2:17]1)[c:7]1[cH:8][cH:9][cH:10][cH:11][cH:12]1. The reactants are COCCOC, OB(O)c1cc(C(F)(F)F)cc(C(F)(F)F)c1, Ic1ccnc(Nc2ccc3c(c2)OCCO3)c1, [Pd], c1ccc(P(c2ccccc2)c2ccccc2)cc1, c1ccc(P(c2ccccc2)c2ccccc2)cc1, c1ccc(P(c2ccccc2)c2ccccc2)cc1, c1ccc(P(c2ccccc2)c2ccccc2)cc1. As a reaction SMILES: [CH3:113][O:114][CH2:115][CH2:116][O:117][CH3:118].[F:19][C:20]([c:21]1[cH:22][c:23]([B:31]([OH:32])[OH:33])[cH:24][c:25]([C:27]([F:28])([F:29])[F:30])[cH:26]1)([F:34])[F:35].[O:1]1[CH2:2][CH2:3][O:4][c:5]2[c:6]1[cH:7][cH:8][c:9]([NH:11][c:12]1[n:13][cH:14][cH:15][c:16]([I:18])[cH:17]1)[cH:10]2.[Pd:36].[c:37]1([P:38]([c:39]2[cH:40][cH:41][cH:42][cH:43][cH:44]2)[c:45]2[cH:46][cH:47][cH:48][cH:49][cH:50]2)[cH:51][cH:52][cH:53][cH:54][cH:55]1.[c:56]1([P:57]([c:58]2[cH:59][cH:60][cH:61][cH:62][cH:63]2)[c:64]2[cH:65][cH:66][cH:67][cH:68][cH:69]2)[cH:70][cH:71][cH:72][cH:73][cH:74]1.[c:75]1([P:76]([c:77]2[cH:78][cH:79][cH:80][cH:81][cH:82]2)[c:83]2[cH:84][cH:85][cH:86][cH:87][cH:88]2)[cH:89][cH:90][cH:91][cH:92][cH:93]1.[c:94]1([P:95]([c:96]2[cH:97][cH:98][cH:99][cH:100][cH:101]2)[c:102]2[cH:103][cH:104][cH:105][cH:106][cH:107]2)[cH:108][cH:109][cH:110][cH:111][cH:112]1>>[O:1]1[CH2:2][CH2:3][O:4][c:5]2[c:6]1[cH:7][cH:8][c:9]([NH:11][c:12]1[n:13][cH:14][cH:15][c:16](-[c:23]3[cH:22][c:21]([C:20]([F:19])([F:34])[F:35])[cH:26][c:25]([C:27]([F:28])([F:29])[F:30])[cH:24]3)[cH:17]1)[cH:10]2. The product is FC(F)(F)c1cc(-c2ccnc(Nc3ccc4c(c3)OCCO4)c2)cc(C(F)(F)F)c1. Procedure details: A 5.80 g. portion of diphenylacetonitrile and 1.5 g. of 50% sodium hydride were reacted for 30 minutes in 20 ml. of dimethylformamide, and 2.29 g. of 4-chloromethylimidazole hydrochloride in 20 ml. of dimethylformamide was added. The reaction mixture was stirred at ambient temperature for about 15 minutes, the solvent was evaporated from the mixture under vacuum, and the residue was worked up as described in Example 1 to obtain 3.0 g. of the desired product as the free base, which was identified... Run in CN(C=O)C (dimethylformamide), CN(C=O)C (dimethylformamide). Product: N1C=NC(=C1)CC(C#N)(C1=CC=CC=C1)C1=CC=CC=C1 (3-(imidazol-4-yl)-2,2-diphenylpropanenitrile). As a reaction SMILES: [C:1]1([CH:7]([C:10]2[CH:15]=[CH:14][CH:13]=[CH:12][CH:11]=2)[C:8]#[N:9])[CH:6]=[CH:5][CH:4]=[CH:3][CH:2]=1.[H-].[Na+].Cl.Cl[CH2:20][C:21]1[N:22]=[CH:23][NH:24][CH:25]=1>CN(C)C=O>[NH:24]1[CH:25]=[C:21]([CH2:20][C:7]([C:1]2[CH:2]=[CH:3][CH:4]=[CH:5][CH:6]=2)([C:10]2[CH:11]=[CH:12][CH:13]=[CH:14][CH:15]=2)[C:8]#[N:9])[N:22]=[CH:23]1 |f:1.2,3.4|. Conditions: time 15 minute. The reactants are C1(=CC=CC=C1)C(C#N)C1=CC=CC=C1 (diphenylacetonitrile), [H-].[Na+] (sodium hydride), Cl.ClCC=1N=CNC1 (4-chloromethylimidazole hydrochloride). Starting materials: C(C=C)#N (acrylonitrile), BrC=1C=CC(=C(C1)C=1NC(C2=C(N1)C(=NN2C)CCC)=O)OCC (5-(5-bromo-2-ethoxyphenyl)-1-methyl-3-n-propyl-1,6-dihydro-7H-pyrazolo[4,3-d]-pyrimidin-7-one). The product is C(C)OC1=C(C=C(/C=C/C#N)C=C1)C=1NCC2=C(N1)C(=NN2C)CCC ((E)-4-Ethoxy-3-(1-methyl-3-n-propyl-1,6-dihydro-7H-pyrazolo[4,3-d]-pyrimidin-5-yl)cinnamonitrile), crystals. Isolated yield 33.0%. Reaction SMILES: [C:1](#[N:4])[CH:2]=[CH2:3].Br[C:6]1[CH:7]=[CH:8][C:9]([O:26][CH2:27][CH3:28])=[C:10]([C:12]2[NH:13][C:14](=O)[C:15]3[N:20]([CH3:21])[N:19]=[C:18]([CH2:22][CH2:23][CH3:24])[C:16]=3[N:17]=2)[CH:11]=1>>[CH2:27]([O:26][C:9]1[CH:8]=[CH:7][C:6](/[CH:3]=[CH:2]/[C:1]#[N:4])=[CH:11][C:10]=1[C:12]1[NH:13][CH2:14][C:15]2[N:20]([CH3:21])[N:19]=[C:18]([CH2:22][CH2:23][CH3:24])[C:16]=2[N:17]=1)[CH3:28]. Procedure: The title compound was prepared from acrylonitrile and 5-(5-bromo-2-ethoxyphenyl)-1-methyl-3-n-propyl-1,6-dihydro-7H-pyrazolo[4,3-d]-pyrimidin-7-one following the procedure of Example 19 and was obtained as off-white crystals (33%). Found C,65.99; H,5.52; N,19.07. C20H21N5O2 requires C,66.10; H,5.82; N,19.27%. The reactants are ester, CCN(C(C)C)C(C)C (DIPEA), [B-](F)(F)(F)F.CN(C)C(=[N+](C)C)ON1C(=O)CCC1=O (TSTU), Cl.NC1C2CC3CC(CC1C3)C2 (2-aminoadamantane hydrochloride), CN1N=CC(=C1C(F)(F)F)C(=O)O (Methyl-5-trifluoromethyl-1H-pyrazole-4-carboxylic acid). Run in O (water), ClCCl (dichloromethane), CN(C)C=O (DMF). Run at time 1 hour. Product: C12C(C3CC(CC(C1)C3)C2)NC(=O)C=2C=NN(C2C(F)(F)F)C (1-methyl-5-trifluoromethyl-1H-pyrazole-4-carboxylic acid adamantan-2-ylamide). The yield is 64.9%. As a reaction SMILES: [CH3:1][N:2]1[C:6]([C:7]([F:10])([F:9])[F:8])=[C:5]([C:11]([OH:13])=O)[CH:4]=[N:3]1.CCN(C(C)C)C(C)C.[B-](F)(F)(F)F.CN(C(ON1C(=O)CCC1=O)=[N+](C)C)C.Cl.[NH2:44][CH:45]1[CH:52]2[CH2:53][CH:48]3[CH2:49][CH:50]([CH2:54][CH:46]1[CH2:47]3)[CH2:51]2>ClCCl.CN(C=O)C.O>[CH:46]12[CH2:54][CH:50]3[CH2:49][CH:48]([CH2:53][CH:52]([CH2:51]3)[CH:45]1[NH:44][C:11]([C:5]1[CH:4]=[N:3][N:2]([CH3:1])[C:6]=1[C:7]([F:10])([F:9])[F:8])=[O:13])[CH2:47]2 |f:2.3,4.5|. Procedure: Methyl-5-trifluoromethyl-1H-pyrazole-4-carboxylic acid (77 mg, 0.4 mmol, CAS#: 119083-00-0, purchased from Bionet) was dissolved in a mixture of dry dichloromethane (3.2 mL) and dry DMF (0.8 mL). DIPEA (0.28 mL, 1.6 mmol) and TSTU (145 mg, 0.44 mmol) were added to the above mixture. After the mixture was stirred for 1 h, the appearance of active ester was detected by LC-MS. Then 2-aminoadamantane hydrochloride (75 mg, 0.4 mmol) was added. After another 2 hours water was added and the organic lay...